Dataset: the Open Reaction Database (ORD), a public repository of structured organic reaction records. Task: describe an organic reaction: reactants, conditions, products, and yield Reactants: C(C1=CC=CC=C1)(=O)OC1(C(N(C2=CC=C(C=C12)Cl)CCC)=O)CC1=CNC2=CC=CC=C12 (3-((1H-indol-3-yl)methyl)-5-chloro-2-oxo-1-propylindolin-3-yl benzoate), C(C1=CC=CC=C1)(=O)OC1C(N(C2=CC=CC=C12)CCCC)=O (1-butyl-2-oxoindolin-3-yl benzoate), C(C1=CC=CC=C1)(=O)OCC1=CN(C2=CC=CC=C12)C(C1=CC=CC=C1)=O ((1-benzoyl-1H-indol-3-yl)methyl benzoate). The product is C(C1=CC=CC=C1)(=O)OC1(C(N(C2=CC=CC=C12)CCCC)=O)CC1=CNC2=CC=CC=C12 (3-((1H-indol-3-yl)methyl)-1-butyl-2-oxoindolin-3-yl benzoate). As a reaction SMILES: [C:1]([O:9][C:10]1([CH2:24][C:25]2[C:33]3[C:28](=[CH:29][CH:30]=[CH:31][CH:32]=3)[NH:27][CH:26]=2)[C:18]2[C:13](=[CH:14][CH:15]=[C:16](Cl)[CH:17]=2)[N:12]([CH2:20][CH2:21][CH3:22])[C:11]1=[O:23])(=[O:8])[C:2]1[CH:7]=[CH:6][CH:5]=[CH:4][CH:3]=1.[C:34](OC1C2C(=CC=CC=2)N(CCCC)C1=O)(=O)C1C=CC=CC=1.C(OCC1C2C(=CC=CC=2)N(C(=O)C2C=CC=CC=2)C=1)(=O)C1C=CC=CC=1>>[C:1]([O:9][C:10]1([CH2:24][C:25]2[C:33]3[C:28](=[CH:29][CH:30]=[CH:31][CH:32]=3)[NH:27][CH:26]=2)[C:18]2[C:13](=[CH:14][CH:15]=[CH:16][CH:17]=2)[N:12]([CH2:20][CH2:21][CH2:22][CH3:34])[C:11]1=[O:23])(=[O:8])[C:2]1[CH:7]=[CH:6][CH:5]=[CH:4][CH:3]=1. Procedure details: This compound was made in an analogous method as 3-((1H-indol-3-yl)methyl)-5-chloro-2-oxo-1-propylindolin-3-yl benzoate) using 1-butyl-2-oxoindolin-3-yl benzoate and (1-benzoyl-1H-indol-3-yl)methyl benzoate. 1H-NMR δ 8.03 (d, 2H), 7.97 (bs, NH), 7.54 (t, 1H), 7.48 (d, 1H), 7.42 (m, 2H), 7.28 (d, 1H), 7.24 (dd, 1H), 7.15 (m, 2H), 7.05 (dd, 1H), 6.94 (dd, 1H), 6.70 (m, 2H), 3.75 (d, 1H), 3.68 (m, 1H), 3.52 (d, 1H), 3.41 (m, 1H), 1.28-1.09 (m, 4H), 0.81 (t, 3H). The yield is 75.0%. Product: FC(C(=O)O)(F)F.C(N)(=N)C1=CC(=C(S1)SC)S(=O)(=O)C=1C=C(C=CC1)C1=C(C=C(C=C1C)OCC(=O)O)C ([3′-(5-Carbamimidoyl-2-methylsulfanyl-thiophene-3-sulfonyl)-2,6-dimethyl-biphenyl-4-yloxy]-acetic acid trifluoroacetate). As a reaction SMILES: C(Cl)(Cl)Cl.[F:5][C:6]([F:11])([F:10])[C:7]([OH:9])=[O:8].C([O:16][C:17](=[O:54])[CH2:18][O:19][C:20]1[CH:25]=[C:24]([CH3:26])[C:23]([C:27]2[CH:32]=[CH:31][CH:30]=[C:29]([S:33]([C:36]3[CH:40]=[C:39]([C:41]([NH:43]C(OC(C)(C)C)=O)=[NH:42])[S:38][C:37]=3[S:51][CH3:52])(=[O:35])=[O:34])[CH:28]=2)=[C:22]([CH3:53])[CH:21]=1)(C)(C)C>>[F:5][C:6]([F:11])([F:10])[C:7]([OH:9])=[O:8].[C:41]([C:39]1[S:38][C:37]([S:51][CH3:52])=[C:36]([S:33]([C:29]2[CH:28]=[C:27]([C:23]3[C:24]([CH3:26])=[CH:25][C:20]([O:19][CH2:18][C:17]([OH:54])=[O:16])=[CH:21][C:22]=3[CH3:53])[CH:32]=[CH:31][CH:30]=2)(=[O:35])=[O:34])[CH:40]=1)(=[NH:42])[NH2:43] |f:0.1,3.4|. Starting materials: C(Cl)(Cl)Cl.FC(C(=O)O)(F)F (chloroform trifluoroacetic acid), C(C)(C)(C)OC(COC1=CC(=C(C(=C1)C)C1=CC(=CC=C1)S(=O)(=O)C1=C(SC(=C1)C(=N)NC(=O)OC(C)(C)C)SC)C)=O ({3′-[5-(tert-butoxycarbonylamino-imino-methyl)-2-methylsulfanyl-thiophene-3-sulfonyl]-2,6-dimethyl-biphenyl-4-yloxy}-acetic acid tert-butyl ester). Reported procedure: A solution of dichloromethane/trifluoroacetic acid (1/1) [2 mL] was added to {3′-[5-(tert-butoxycarbonylamino-imino-methyl)-2-methylsulfanyl-thiophene-3-sulfonyl]-2,6-dimethyl-biphenyl-4-yloxy}-acetic acid tert-butyl ester (0.020 g, 0.030 mmol) [example 215, step a] at room temperature and stirred for 1 hour. The reaction mixture was evaporated and purified via reverse-phase HPLC [acetonitrile/water (0.01% TFA)] to give the title compound (0.011 g, 75%) as a solid. 1H-NMR (MeOD): δ 8.36 (s, 1H),... Run at time 1 hour. Reactants: FC1=CC=C(OC2CN(C2)CCCN)C=C1 (3-[3-(4-fluoro-phenoxy)-azetidin-1-yl]-propylamine), N(=C=O)C1=CC(=CC=C1)OC (1-isocyanato-3-methoxy-benzene). Product: FC1=CC=C(OC2CN(C2)CCCNC(=O)NC2=CC(=CC=C2)OC)C=C1 (1-{3-[3-(4-fluoro-phenoxy)-azetidin-1-yl]-propyl}-3-(3methoxy-phenyl)-urea). Reaction SMILES: [F:1][C:2]1[CH:16]=[CH:15][C:5]([O:6][CH:7]2[CH2:10][N:9]([CH2:11][CH2:12][CH2:13][NH2:14])[CH2:8]2)=[CH:4][CH:3]=1.[N:17]([C:20]1[CH:25]=[CH:24][CH:23]=[C:22]([O:26][CH3:27])[CH:21]=1)=[C:18]=[O:19]>O1CCOCC1>[F:1][C:2]1[CH:3]=[CH:4][C:5]([O:6][CH:7]2[CH2:10][N:9]([CH2:11][CH2:12][CH2:13][NH:14][C:18]([NH:17][C:20]3[CH:25]=[CH:24][CH:23]=[C:22]([O:26][CH3:27])[CH:21]=3)=[O:19])[CH2:8]2)=[CH:15][CH:16]=1. The solvent is O1CCOCC1 (dioxane). Procedure details: A solution of 3-[3-(4-fluoro-phenoxy)-azetidin-1-yl]-propylamine (0.07 g, 0.31 mmol) and 1-isocyanato-3-methoxy-benzene (0.041 g, 0.31 mmol) in dioxane (15 ml) is heated to 100° C. for 3 hours. The reaction mixture is evaporated and the crude product purified by flash silica chromatography (elution with a 1:9 methanol/dichloromethane) to afford 1-{3-[3-(4-fluoro-phenoxy)-azetidin-1-yl]-propyl}-3-(3methoxy-phenyl)-urea. [MH]+ 374.0. Reactants: CN1CCCC1Cn1ccc2ccc(Br)cc21, OB(O)c1ccsc1. Product: CN1CCCC1Cn1ccc2ccc(-c3ccsc3)cc21. RXN SMILES: [Br:1][c:2]1[cH:3][cH:4][c:5]2[cH:6][cH:7][n:8]([CH2:11][CH:12]3[N:13]([CH3:17])[CH2:14][CH2:15][CH2:16]3)[c:9]2[cH:10]1.[s:18]1[cH:19][c:20]([B:23]([OH:24])[OH:25])[cH:21][cH:22]1>>[c:2]1(-[c:20]2[cH:19][s:18][cH:22][cH:21]2)[cH:3][cH:4][c:5]2[cH:6][cH:7][n:8]([CH2:11][CH:12]3[N:13]([CH3:17])[CH2:14][CH2:15][CH2:16]3)[c:9]2[cH:10]1. The reactants are CCOC(C)=O, CCCCCC, COc1cccc(C2(O)c3c(C)c(NC(=O)CC(C)(C)C)c(C)c(C)c3OC2(C)C)c1. The product is COc1cccc(C2c3c(C)c(NC(=O)CC(C)(C)C)c(C)c(C)c3OC2(C)C)c1. RXN SMILES: [C:38]([O:39][CH2:40][CH3:41])(=[O:42])[CH3:43].[CH3:32][CH2:33][CH2:34][CH2:35][CH2:36][CH3:37].[OH:1][C:2]1([c:24]2[cH:25][c:26]([O:30][CH3:31])[cH:27][cH:28][cH:29]2)[C:3]([CH3:22])([CH3:23])[O:4][c:5]2[c:6]1[c:7]([CH3:21])[c:8]([NH:13][C:14]([CH2:15][C:16]([CH3:17])([CH3:18])[CH3:19])=[O:20])[c:9]([CH3:12])[c:10]2[CH3:11]>>[CH:2]1([c:24]2[cH:25][c:26]([O:30][CH3:31])[cH:27][cH:28][cH:29]2)[C:3]([CH3:22])([CH3:23])[O:4][c:5]2[c:6]1[c:7]([CH3:21])[c:8]([NH:13][C:14]([CH2:15][C:16]([CH3:17])([CH3:18])[CH3:19])=[O:20])[c:9]([CH3:12])[c:10]2[CH3:11]. The reactants are C(=O)(OCC1=CC=CC=C1)N1CCC(CC1)(O)C=1C=NC=CC1 (1-carbobenzyloxy-4-(3-pyridyl)piperidin-4-ol), C1=CCCCC1 (cyclohexene). Reagents/catalysts: [Pd] (palladium on carbon). Solvent: C(C)O (ethanol). The product is N1=CC(=CC=C1)C1(CCNCC1)O (4-(3-Pyridyl)piperidin-4-ol). Isolated yield 93.5%. RXN SMILES: C([N:11]1[CH2:16][CH2:15][C:14]([C:18]2[CH:19]=[N:20][CH:21]=[CH:22][CH:23]=2)([OH:17])[CH2:13][CH2:12]1)(OCC1C=CC=CC=1)=O.C1CCCCC=1>C(O)C.[Pd]>[N:20]1[CH:21]=[CH:22][CH:23]=[C:18]([C:14]2([OH:17])[CH2:13][CH2:12][NH:11][CH2:16][CH2:15]2)[CH:19]=1. Reported procedure: To a solution of 1-carbobenzyloxy-4-(3-pyridyl)piperidin-4-ol (described in example 87d) (3.17 g, 10.2 mmol) in ethanol (100 mL) was added 10% palladium on carbon (2.0 g). This was followed by cyclohexene (50 mL) in large excess. The reaction was heated to reflux under nitrogen for 2 h. The suspension was cooled, filtered and the catalyst rinsed with fresh ethanol. The filtrate was reduced in vacuo to yield 1.70 g (94%) of an off-white solid which did not require any additional purification. 1H ...